Dataset: the Open Reaction Database (ORD), a public repository of structured organic reaction records. Task: describe an organic reaction: reactants, conditions, products, and yield Reactants: FC1=C(C=CC(=C1)F)C1=NN(C=C1C=1C=CC=2N(N1)C(=NN2)C(C)C)C2CNCC2 (6-(3-(2,4-difluorophenyl)-1-(pyrrolidin-3-yl)-1H-pyrazol-4-yl)-3-isopropyl-[1,2,4]triazolo[4,3-b]pyridazine), CCN(C(C)C)C(C)C (DIPEA), C(C)(=O)Cl (acetyl chloride). Solvent: C(Cl)Cl (DCM), C(Cl)Cl (DCM). Run at time 10 minute. The product is FC1=C(C=CC(=C1)F)C1=NN(C=C1C=1C=CC=2N(N1)C(=NN2)C(C)C)C2CN(CC2)C(C)=O (1-(3-(3-(2,4-Difluorophenyl)-4-(3-isopropyl-[1,2,4]triazolo[4,3-b]pyridazin-6-yl)-1H-pyrazol-1-yl)pyrrolidin-1-yl)ethanone). Yield: 84.7%. Reaction SMILES: [F:1][C:2]1[CH:7]=[C:6]([F:8])[CH:5]=[CH:4][C:3]=1[C:9]1[C:13]([C:14]2[CH:15]=[CH:16][C:17]3[N:18]([C:20]([CH:23]([CH3:25])[CH3:24])=[N:21][N:22]=3)[N:19]=2)=[CH:12][N:11]([CH:26]2[CH2:30][CH2:29][NH:28][CH2:27]2)[N:10]=1.CCN(C(C)C)C(C)C.[C:40](Cl)(=[O:42])[CH3:41]>C(Cl)Cl>[F:1][C:2]1[CH:7]=[C:6]([F:8])[CH:5]=[CH:4][C:3]=1[C:9]1[C:13]([C:14]2[CH:15]=[CH:16][C:17]3[N:18]([C:20]([CH:23]([CH3:24])[CH3:25])=[N:21][N:22]=3)[N:19]=2)=[CH:12][N:11]([CH:26]2[CH2:30][CH2:29][N:28]([C:40](=[O:42])[CH3:41])[CH2:27]2)[N:10]=1. Procedure: To a round bottom flask was added 6-(3-(2,4-difluorophenyl)-1-(pyrrolidin-3-yl)-1H-pyrazol-4-yl)-3-isopropyl-[1,2,4]triazolo[4,3-b]pyridazine (0.150 g, 0.366 mmol, Example #Q.1.1.1), DCM (10 mL), DIPEA (0.077 mL, 0.440 mmol) and acetyl chloride (0.029 mL, 0.403 mmol). The reaction mixture was stirred at ambient temperature for about 10 min. The reaction mixture was diluted with DCM (50 mL) and washed with saturated aqueous NaHCO3 (50 mL), dried with MgSO4, filtered and concentrated in vacuo. The... Reactants: BrC1=CC=C(C=C1)C(C=CC=1SC=CC1)=O (1-(4-Bromophenyl)-3-(2-thienyl)-2-propen-1-one), O.NN (hydrazine hydrate). The solvent is C(C)O (ethanol). The product is BrC1=CC=C(C=C1)C=1NNC(C1)C=1SC=CC1 (3-(4-bromophenyl)-5-(2-thienyl)-pyrazoline). The yield is 95.7%. Reaction SMILES: [Br:1][C:2]1[CH:7]=[CH:6][C:5]([C:8](=O)[CH:9]=[CH:10][C:11]2[S:12][CH:13]=[CH:14][CH:15]=2)=[CH:4][CH:3]=1.O.[NH2:18][NH2:19]>C(O)C>[Br:1][C:2]1[CH:7]=[CH:6][C:5]([C:8]2[NH:18][NH:19][CH:10]([C:11]3[S:12][CH:13]=[CH:14][CH:15]=3)[CH:9]=2)=[CH:4][CH:3]=1 |f:1.2|. Procedure: 1-(4-Bromophenyl)-3-(2-thienyl)-2-propen-1-one (3.0 g, 10.2 mmol) and hydrazine hydrate (1.0 g, 20 mmol) were added to ethanol (30 ml) and heated under reflux for 3 hours. After the mixture was allowed to cool to room temperature, the solvent was distilled off to obtain 3.0 g (98%) of the desired 3-(4-bromophenyl)-5-(2-thienyl)-pyrazoline in the form of a resinous material. Starting materials: COC(OC)[Si](C=C)(C=C)C1=CC=CC=C1 (dimethoxymethylphenyldivinylsilane), solution, C(=C)[Mg]Cl (vinylmagnesium chloride), solution, O (H2O). Conditions: time 16 hour. Procedure details: 158 ml of a solution of vinylmagnesium chloride in THF is added dropwise using a dropping funnel in 1 h at room temperature under nitrogen to 13.1 ml of a solution of dimethoxymethylphenyldivinylsilane in 36 ml of anhydrous THF. The temperature is controlled with a water bath. After addition, the mixture is stirred at room temperature for 16 h and then refluxed for 2 h. 40 ml of H2O is then added and the mixture is stirred for 30 min. The white precipitate that forms is filtered and is then rins... The solvent is C1CCOC1 (THF), C1CCOC1 (THF). Yields the product C[Si](C=C)(C=C)C1=CC=CC=C1 (methyl-phenyl-divinyl-silane). Reaction SMILES: C([Mg]Cl)=C.CO[CH:7]([Si:10]([C:15]1[CH:20]=[CH:19][CH:18]=[CH:17][CH:16]=1)([CH:13]=[CH2:14])[CH:11]=[CH2:12])OC.O>C1COCC1>[CH3:7][Si:10]([C:15]1[CH:16]=[CH:17][CH:18]=[CH:19][CH:20]=1)([CH:11]=[CH2:12])[CH:13]=[CH2:14]. Yields the product CC1(C)OC(=C2C(=O)Nc3cc(F)ccc32)C=C1c1ccnc(F)c1. RXN SMILES: [Br:1][C:2]1=[CH:3][C:4](=[C:9]2[C:10](=[O:19])[NH:11][c:12]3[cH:13][c:14]([F:18])[cH:15][cH:16][c:17]32)[O:5][C:6]1([CH3:7])[CH3:8].[CH3:32][CH2:33][O:34][C:35](=[O:36])[CH3:37].[F-:30].[F:20][c:21]1[n:22][cH:23][cH:24][c:25]([B:27]([OH:28])[OH:29])[cH:26]1.[K+:31].[O:38]1[CH2:39][CH2:40][O:41][CH2:42][CH2:43]1.[OH2:44]>>[C:2]1([c:25]2[cH:24][cH:23][n:22][c:21]([F:20])[cH:26]2)=[CH:3][C:4](=[C:9]2[C:10](=[O:19])[NH:11][c:12]3[cH:13][c:14]([F:18])[cH:15][cH:16][c:17]32)[O:5][C:6]1([CH3:7])[CH3:8]. The reactants are CC1(C)OC(=C2C(=O)Nc3cc(F)ccc32)C=C1Br, CCOC(C)=O, [F-], OB(O)c1ccnc(F)c1, [K+], C1COCCO1, O. Reported procedure: 1.245 g of alpha-(p-tolylthio)(m-phenoxyphenyl)-acetonitrile was dissolved in 5 ml of anhydrous methanol, and a 2.2 M methanol solution of sodium methoxide was added at room temperature in an atmosphere of argon. The mixture was stirred, and 0.35 ml of methyl iodide was added dropwise. The mixture was further stirred for 30 minutes at room temperature. Then, an aqueous solution of ammonium chloride (3 g/20 ml) was added, and the mixture was extracted with 20 ml of ether three times. The extract ... Product: C1(=CC=C(C=C1)SC(C#N)(C)C1=CC(=CC=C1)OC1=CC=CC=C1)C (alpha-(p-tolylthio)-alpha-(m-phenoxyphenyl)propionitrile). RXN SMILES: [C:1]1([CH3:24])[CH:6]=[CH:5][C:4]([S:7][CH:8]([C:11]2[CH:16]=[CH:15][CH:14]=[C:13]([O:17][C:18]3[CH:23]=[CH:22][CH:21]=[CH:20][CH:19]=3)[CH:12]=2)[C:9]#[N:10])=[CH:3][CH:2]=1.[CH3:25][O-].[Na+].CI.[Cl-].[NH4+]>CO>[C:1]1([CH3:24])[CH:2]=[CH:3][C:4]([S:7][C:8]([C:11]2[CH:16]=[CH:15][CH:14]=[C:13]([O:17][C:18]3[CH:23]=[CH:22][CH:21]=[CH:20][CH:19]=3)[CH:12]=2)([CH3:25])[C:9]#[N:10])=[CH:5][CH:6]=1 |f:1.2,4.5|. The yield is 86.0%. The solvent is CO (methanol), CO (methanol). Starting materials: [Cl-].[NH4+] (ammonium chloride), C1(=CC=C(C=C1)SC(C#N)C1=CC(=CC=C1)OC1=CC=CC=C1)C (alpha-(p-tolylthio)(m-phenoxyphenyl)-acetonitrile), CI (methyl iodide), C[O-].[Na+] (sodium methoxide).